This data is from the Open Reaction Database (ORD), a public repository of structured organic reaction records. The task is: describe an organic reaction: reactants, conditions, products, and yield Reactants: COCC1=C(C=CC(=C1)C(=O)O)C1=C(C=CC=C1)C (2-(methoxymethyl)-2′-methyl biphenyl-4-carboxylic acid), NC(C1=CC=C2CCN(CC2=C1)CCC(=O)OC(C)(C)C)=NO (tert-butyl 3-[7-[amino(hydroxyimino)methyl]-3,4-dihydroisoquinolin-2(1H)-yl]propanoate). The solvent is CCOC(=O)C (EtOAc). The product is COCC1=C(C=CC(=C1)C1=NC(=NO1)C1=CC=C2CCN(CC2=C1)CCC(=O)OC(C)(C)C)C1=C(C=CC=C1)C (tert-butyl 3-[7-{5-[2-(methoxymethyl)-2′-methylbiphenyl-4-yl]-1,2,4-oxadiazol-3-yl}-3,4-dihydroisoquinolin-2(1H)-yl]propanoate). As a reaction SMILES: [CH3:1][O:2][CH2:3][C:4]1[CH:9]=[C:8]([C:10]([OH:12])=O)[CH:7]=[CH:6][C:5]=1[C:13]1[CH:18]=[CH:17][CH:16]=[CH:15][C:14]=1[CH3:19].[NH2:20][C:21](=[N:41]O)[C:22]1[CH:31]=[C:30]2[C:25]([CH2:26][CH2:27][N:28]([CH2:32][CH2:33][C:34]([O:36][C:37]([CH3:40])([CH3:39])[CH3:38])=[O:35])[CH2:29]2)=[CH:24][CH:23]=1>CCOC(C)=O>[CH3:1][O:2][CH2:3][C:4]1[CH:9]=[C:8]([C:10]2[O:12][N:20]=[C:21]([C:22]3[CH:31]=[C:30]4[C:25]([CH2:26][CH2:27][N:28]([CH2:32][CH2:33][C:34]([O:36][C:37]([CH3:40])([CH3:39])[CH3:38])=[O:35])[CH2:29]4)=[CH:24][CH:23]=3)[N:41]=2)[CH:7]=[CH:6][C:5]=1[C:13]1[CH:18]=[CH:17][CH:16]=[CH:15][C:14]=1[CH3:19]. Procedure: Title compound was prepared following general procedure 2 starting from Intermediate 14 (154 mg; 0.6 mmol) and Intermediate 25 (182 mg; 0.6 mmol). The reaction mixture was diluted with EtOAc, washed with water and brine and evaporated under vacuum. Purification by silica column chromatography (c-Hex/(DCM/EtOAc 1:1), 90/10 to 50/50) afforded the title compound as a yellow oil. 1H NMR (DMSO-d6) δ 8.32 (d, J=1.6 Hz, 1H), 8.16 (dd, J=8.0, 2.0 Hz, 1H), 7.87 (dd, J=8.0, 1.6 Hz, 1H), 7.82 (d, J=1.4 Hz,... The reactants are [Li]CCCC (n-BuLi), Cl (HCl), C(C)(C)(C)C1=C(C=CC(=C1)Br)OC (2-(t-butyl)-4-bromoanisole), C(C)(C)OB(OC(C)C)OC(C)C (triisopropylborate). Run in C1CCOC1 (THF), CCOCC (ether). Run at temperature -75 celsius, time 30 minute. Product: C(C)(C)(C)C=1C=C(C=CC1OC)B(O)O (3-(t-butyl)-4-methoxyphenyl boronic acid). The yield is 64.2%. Reaction SMILES: [C:1]([C:5]1[CH:10]=[C:9](Br)[CH:8]=[CH:7][C:6]=1[O:12][CH3:13])([CH3:4])([CH3:3])[CH3:2].[Li]CCCC.C([O:22][B:23](OC(C)C)[O:24]C(C)C)(C)C.Cl>C1COCC1.CCOCC>[C:1]([C:5]1[CH:10]=[C:9]([B:23]([OH:24])[OH:22])[CH:8]=[CH:7][C:6]=1[O:12][CH3:13])([CH3:4])([CH3:3])[CH3:2]. Procedure: To a mixture of 2-(t-butyl)-4-bromoanisole (23.07 g, 0.0949 mol) in THF (238 mL) cooled to −75° C. under an atmosphere of argon was added n-BuLi (65.3 mL, 1.6 M, 0.1044 mol) dropwise maintaining a temperature below −70° C. The resulting suspension was stirred for 30 minutes and triisopropylborate (34.2 mL, 27.87 g, 0.148 mol) was added dropwise. The mixture was allowed to warm to RT overnight. The resulting mixture was cooled to 0° C. and 1.0 N HCl (150 mL) was slowly added. After warming to RT ... Reactants: C(#N)C1=[N+](C=C(C=C1)CCOC(C1=CC=CC=C1)(C1=CC=CC=C1)C1=CC=CC=C1)[O-] (2-Cyano-5-(2-triphenylmethyloxyethyl)pyridine N-oxide), C[Si](C)(C)C#N (trimethylsilyl cyanide). Yields the product N1=CC(=CC=C1)CCO (2-(3-Pyridyl)ethanol). Isolated yield 116.8%. As a reaction SMILES: C([C:3]1[CH:8]=[CH:7][C:6]([CH2:9][CH2:10][O:11]C(C2C=CC=CC=2)(C2C=CC=CC=2)C2C=CC=CC=2)=[CH:5][N+:4]=1[O-])#N.C[Si](C#N)(C)C>>[N:4]1[CH:3]=[CH:8][CH:7]=[C:6]([CH2:9][CH2:10][OH:11])[CH:5]=1. Procedure details: 2-Cyano-5-(2-triphenylmethyloxyethyl)pyridine N-oxide (8.0 g) and trimethylsilyl cyanide (11.2 ml) were treated as reported in Synthesis, 314 (1983). to give the title compound (2.831 g) as a pale yellow oil (yield: 30.0%). Reactants: BrC1=NN(C(C1)C(=O)OCC)C1=NC=C(C=C1Cl)Cl (ethyl 3-bromo-1-(3,5-dichloropyridin-2-yl)-4,5-dihydro-1H-pyrazole-5-carboxylate), S(O)(O)(=O)=O (sulfuric acid), S(=O)(=O)([O-])OOS(=O)(=O)[O-].[K+].[K+] (potassium persulfate). The solvent is C(C)#N (acetonitrile). Yields the product BrC1=NN(C(=C1)C(=O)OCC)C1=NC=C(C=C1Cl)Cl (ethyl 3-bromo-1-(3,5-dichloropyridin-2-yl)-1H-pyrazole-5-carboxylate). The yield is 81.2%. Reaction SMILES: [Br:1][C:2]1[CH2:6][CH:5]([C:7]([O:9][CH2:10][CH3:11])=[O:8])[N:4]([C:12]2[C:17]([Cl:18])=[CH:16][C:15]([Cl:19])=[CH:14][N:13]=2)[N:3]=1.S(=O)(=O)(O)O.S(OOS([O-])(=O)=O)([O-])(=O)=O.[K+].[K+]>C(#N)C>[Br:1][C:2]1[CH:6]=[C:5]([C:7]([O:9][CH2:10][CH3:11])=[O:8])[N:4]([C:12]2[C:17]([Cl:18])=[CH:16][C:15]([Cl:19])=[CH:14][N:13]=2)[N:3]=1 |f:2.3.4|. Procedure details: To a 100 mL flask, ethyl 3-bromo-1-(3,5-dichloropyridin-2-yl)-4,5-dihydro-1H-pyrazole-5-carboxylate (2.0 g, 5.4 mmol), acetonitrile (10 mL) and 98% sulfuric acid (1.1 g, 10.9 mmol) were added. The mixture was stirred for a few minutes, and then potassium persulfate (2.4 g, 8.7 mmol) was added. The reaction mixture was heated to reflux for 5 hours. The warm (50-65° C.) reaction mixture was filtered, a cake is obtained. The cake was washed by acetonitrile (10 mL). The filtrate was concentrated to ... Starting materials: BrC1=C2CCN(CC2=CC=C1)C(=O)OC(C)(C)C (tert-Butyl 5-bromo-3,4-dihydroisoquinoline-2(1H)-carboxylate), C1(CCCCC1)P(C1CCCCC1)C1CCCCC1 (tricyclohexylphosphine), COC(=O)NC1=CC=C(C=C1)B(O)O (4-(methoxycarbonylamino)phenylboronic acid), [O-]P(=O)([O-])[O-].[K+].[K+].[K+] (potassium phosphate tribasic). The reagents and catalysts are CC(=O)[O-].CC(=O)[O-].[Pd+2] (Pd(OAc)2). Run in CCOC(=O)C (EtOAc), O (H2O), C1(=CC=CC=C1)C (toluene). Conditions: temperature 100 celsius. Product: COC(=O)NC1=CC=C(C=C1)C1=C2CCN(CC2=CC=C1)C(=O)OC(C)(C)C (tert-butyl 5-(4-(methoxycarbonylamino)phenyl)-3,4-dihydroisoquinoline-2(1H)-carboxylate). Yield: 30.6%. As a reaction SMILES: Br[C:2]1[CH:11]=[CH:10][CH:9]=[C:8]2[C:3]=1[CH2:4][CH2:5][N:6]([C:12]([O:14][C:15]([CH3:18])([CH3:17])[CH3:16])=[O:13])[CH2:7]2.[CH3:19][O:20][C:21]([NH:23][C:24]1[CH:29]=[CH:28][C:27](B(O)O)=[CH:26][CH:25]=1)=[O:22].[O-]P([O-])([O-])=O.[K+].[K+].[K+].C1(P(C2CCCCC2)C2CCCCC2)CCCCC1>CCOC(C)=O.CC([O-])=O.CC([O-])=O.[Pd+2].O.C1(C)C=CC=CC=1>[CH3:19][O:20][C:21]([NH:23][C:24]1[CH:29]=[CH:28][C:27]([C:2]2[CH:11]=[CH:10][CH:9]=[C:8]3[C:3]=2[CH2:4][CH2:5][N:6]([C:12]([O:14][C:15]([CH3:18])([CH3:17])[CH3:16])=[O:13])[CH2:7]3)=[CH:26][CH:25]=1)=[O:22] |f:2.3.4.5,8.9.10|. Reported procedure: tert-Butyl 5-bromo-3,4-dihydroisoquinoline-2(1H)-carboxylate (0.20 g, 0.64 mmol), 4-(methoxycarbonylamino)phenylboronic acid (0.125 g, 0.641 mmol), potassium phosphate tribasic (0.476 g, 2.24 mmol) and tricyclohexylphosphine (0.018 g, 0.064 mmol) were placed in a pressure vial containing toluene (10 mL) and H2O (1.0 mL) which had been degassed with argon for 15 minutes. Pd(OAc)2 (7.19 mg, 0.032 mmol) was added, the vial was sealed, and heated at 100° C. for 12 h. After cooling to rt, the reactio...